From a dataset of the Open Reaction Database (ORD), a public repository of structured organic reaction records. describe an organic reaction: reactants, conditions, products, and yield Reactants: ice water, [H-].[Na+] (NaH), ClC1=C(C=CC=C1)N1N=C(C=C1C=1SC(=CC1)C1=CC(=CC=C1)S(=O)(=O)C)CO ([1-(2-chlorophenyl)-5-{5-[3-(methylsulfonyl)phenyl]-2-thienyl}-1H-pyrazol-3-yl]methanol), Br.BrCC1=NC=CC=C1 (2-(bromomethyl)pyridine hydrobromide), CN(C)C=O (DMF). Reaction conditions: time 4 hour. Yields the product ClC1=C(C=CC=C1)N1N=C(C=C1C=1SC(=CC1)C1=CC(=CC=C1)S(=O)(=O)C)COOCC1=NC=CC=C1 (2-[({[1-(2-chlorophenyl)-5-{5-[3-(methylsulfonyl)phenyl]-2-thienyl}-1H-pyrazol-3-yl]methoxy}oxy)methyl]pyridine). Isolated yield 67.0%. Reaction SMILES: [H-].[Na+].[Cl:3][C:4]1[CH:9]=[CH:8][CH:7]=[CH:6][C:5]=1[N:10]1[C:14]([C:15]2[S:16][C:17]([C:20]3[CH:25]=[CH:24][CH:23]=[C:22]([S:26]([CH3:29])(=[O:28])=[O:27])[CH:21]=3)=[CH:18][CH:19]=2)=[CH:13][C:12]([CH2:30][OH:31])=[N:11]1.Br.Br[CH2:34][C:35]1[CH:40]=[CH:39][CH:38]=[CH:37][N:36]=1.CN(C=[O:45])C>>[Cl:3][C:4]1[CH:9]=[CH:8][CH:7]=[CH:6][C:5]=1[N:10]1[C:14]([C:15]2[S:16][C:17]([C:20]3[CH:25]=[CH:24][CH:23]=[C:22]([S:26]([CH3:29])(=[O:27])=[O:28])[CH:21]=3)=[CH:18][CH:19]=2)=[CH:13][C:12]([CH2:30][O:31][O:45][CH2:34][C:35]2[CH:40]=[CH:39][CH:38]=[CH:37][N:36]=2)=[N:11]1 |f:0.1,3.4|. Procedure details: NaH (60% in mineral oil, 90 mg, 2.25 mmol) was added at 0° C. to a stirred mixture of [1-(2-chlorophenyl)-5-{5-[3-(methylsulfonyl)phenyl]-2-thienyl}-1H-pyrazol-3-yl]methanol (222 mg, 0.5 mmol), 2-(bromomethyl)pyridine hydrobromide (190 mg, 0.75 mmol), and anhydrous DMF (5 mL) under N2, the resulting mixture was stirred at it for 4 h. The reaction mixture was poured into ice-water, and extracted with EtOAc. The combined extracts were washed with brine, dried over Na2SO4, and evaporated in vacuo. ... The reactants are CC(c1ccccc1)N1CC(CCC=O)(C(=O)OC(C)(C)C)CC1=O, C=[N+](C)C, [Cl-], ClCCl, [I-], [NH4+]. Product: C=C(C=O)CC1(C(=O)OC(C)(C)C)CC(=O)N(C(C)c2ccccc2)C1. RXN SMILES: [C:6]([CH3:7])([CH3:8])([CH3:9])[O:10][C:11](=[O:12])[C:13]1([CH2:27][CH2:28][CH:29]=[O:30])[CH2:14][N:15]([CH:19]([CH3:20])[c:21]2[cH:22][cH:23][cH:24][cH:25][cH:26]2)[C:16](=[O:18])[CH2:17]1.[CH3:2][N+:3]([CH3:4])=[CH2:5].[Cl-:31].[Cl:33][CH2:34][Cl:35].[I-:1].[NH4+:32]>>[CH2:2]=[C:28]([CH2:27][C:13]1([C:11]([O:10][C:6]([CH3:7])([CH3:8])[CH3:9])=[O:12])[CH2:14][N:15]([CH:19]([CH3:20])[c:21]2[cH:22][cH:23][cH:24][cH:25][cH:26]2)[C:16](=[O:18])[CH2:17]1)[CH:29]=[O:30]. The reactants are C1=C(C=CC2=CC=CC=C12)O (2-Naphthol), [H-].[Na+] (NaH), BrCCCC1=C2C(C(=O)NC2=O)=CC=C1 (3-bromopropylphthalimide), [H][H] (hydrogen). The solvent is C1CCOC1 (THF), C(C)(=O)OCC (ethyl acetate), O (water). Conditions: temperature 80 celsius. The product is C1=C(C=CC2=CC=CC=C12)OCCCN (3-(2-naphthyloxy)propyl amine). RXN SMILES: [CH:1]1[C:10]2[C:5](=[CH:6][CH:7]=[CH:8][CH:9]=2)[CH:4]=[CH:3][C:2]=1[OH:11].[H-].[Na+].[H][H].BrCCCC1C=CC=[C:22]2[C:23]([NH:25]C(=O)[C:21]=12)=O>C1COCC1.C(OCC)(=O)C.O>[CH:1]1[C:10]2[C:5](=[CH:6][CH:7]=[CH:8][CH:9]=2)[CH:4]=[CH:3][C:2]=1[O:11][CH2:21][CH2:22][CH2:23][NH2:25] |f:1.2|. Reported procedure: 2-Naphthol (2.9 g, 20 mmol) in dry THF (40 ml) was treated with 60% NaH suspension (0.96 g) at room temperature. After hydrogen evolution ceased, 3-bromopropylphthalimide (5.36 g, 20 mmol) was added and the mixture was heated at 80° C. overnight. The reaction was cooled, diluted with ethyl acetate and water. The layers were separated and the aqueous layer extracted 3 times with ethyl acetate. The combined organic layers were then extracted 5 times with 5% aqueous potassium carbonate, dried over ... The reactants are [OH-].[Na+] (sodium hydroxide), C(C)(=O)O (Acetic acid), COC1=C(C(C(=O)O)=CC=C1OC)N (3,4-dimethoxyanthranilic acid), [O-]C#N.[K+] (potassium cyanate). The solvent is O (water). Conditions: temperature 40 celsius, time 1 hour. Product: COC1=CC=C2C(NC(NC2=C1OC)=O)=O (7,8-Dimethoxyquinazoline-2,4-dione). The yield is 82.3%. Reaction SMILES: C(O)(=O)C.[CH3:5][O:6][C:7]1[C:15]([O:16][CH3:17])=[CH:14][CH:13]=[C:9]([C:10]([OH:12])=O)[C:8]=1[NH2:18].[O-:19][C:20]#[N:21].[K+].[OH-].[Na+]>O>[CH3:17][O:16][C:15]1[C:7]([O:6][CH3:5])=[C:8]2[C:9]([C:10](=[O:12])[NH:21][C:20](=[O:19])[NH:18]2)=[CH:13][CH:14]=1 |f:2.3,4.5|. Procedure: Acetic acid (177.4 ml., 3.1 moles) was added to a vigorously stirred suspension of 3,4-dimethoxyanthranilic acid (436.5 g., 2.21 moles) in 10 liters of water. Then 2.24 liters of 20% potassium cyanate (5.53 moles) solution was gradually added and the mixture was stirred for one hour at 40° C. After cooling the reaction mixture to 20° C., 3.54 kg. sodium hydroxide pellets were added maintaining the temperature below 40° C. The reaction mixture was heated to 90° C. for 45 minutes and then slowly c... The reactants are CNN (methylhydrazine), CC(=O)C1=CC=C(C=C1)Br (4-bromoacetophenone), COC(N(C)C)OC (N,N-dimethylformamide dimethylacetal), CO (methanol). Solvent: C(C)(C)(C)OC (Methyl t-butyl ether), O (water), CN(C)C=O (DMF). Reaction conditions: temperature 110 celsius, time 30 minute. Product: BrC1=CC=C(C=C1)C1=CC=NN1C (5-(4-bromophenyl)-1-methyl-1H-pyrazole). Isolated yield 68.0%. RXN SMILES: [CH3:1][C:2]([C:4]1[CH:9]=[CH:8][C:7]([Br:10])=[CH:6][CH:5]=1)=O.COC(OC)[N:14]([CH3:16])C.CO.[CH3:21][NH:22]N>CN(C=O)C.C(OC)(C)(C)C.O>[Br:10][C:7]1[CH:8]=[CH:9][C:4]([C:2]2[N:14]([CH3:16])[N:22]=[CH:21][CH:1]=2)=[CH:5][CH:6]=1. Procedure details: 4-bromoacetophenone (20.0 g; 0.10 mole) and N,N-dimethylformamide dimethylacetal (28.5 mL; 0.20 mole) were mixed together in DMF (12 mL) and heated to 110° C. for 4 hours. The methanol and water that were generated during the reaction were distilled (6.2 mL). The mixture was cooled to 25° C. Methyl t-butyl ether (100 mL) and methylhydrazine (21.2 mL; 0.40 moles) were added and the mixture was stirred over night. The reaction mixture was washed with 1 M aqueous ammonium chloride (3×40 mL) and wat... The reactants are BrC1=CC2=C(C=C1)C1(C(N(C3=CC=CC=C13)CCCCC)=O)CO2 (6-bromo-1′-pentylspiro[1-benzofuran-3,3′-indol]-2′(1′H)-one), Cl.CN(CC(=O)O)C (N,N-dimethyl glycine hydrochloride), C([O-])([O-])=O.[Cs+].[Cs+] (cesium carbonate), C1(=CC=CC=C1)O (phenol). The reagents and catalysts are [Cu](I)I (copper iodide). The solvent is O1CCOCC1 (dioxane), ClCCl (dichloromethane). The product is C(CCCC)N1C(C2(C3=CC=CC=C13)COC1=C2C=CC(=C1)OC1=CC=CC=C1)=O (1′-pentyl-6-phenoxyspiro[1-benzofuran-3,3′-indol]-2′(1′H)-one). The yield is 92.2%. RXN SMILES: Br[C:2]1[CH:7]=[CH:6][C:5]2[C:8]3([CH2:23][O:24][C:4]=2[CH:3]=1)[C:16]1[C:11](=[CH:12][CH:13]=[CH:14][CH:15]=1)[N:10]([CH2:17][CH2:18][CH2:19][CH2:20][CH3:21])[C:9]3=[O:22].Cl.CN(C)CC(O)=O.C(=O)([O-])[O-].[Cs+].[Cs+].[C:39]1([OH:45])[CH:44]=[CH:43][CH:42]=[CH:41][CH:40]=1>O1CCOCC1.ClCCl.[Cu](I)I>[CH2:17]([N:10]1[C:11]2[C:16](=[CH:15][CH:14]=[CH:13][CH:12]=2)[C:8]2([C:5]3[CH:6]=[CH:7][C:2]([O:45][C:39]4[CH:44]=[CH:43][CH:42]=[CH:41][CH:40]=4)=[CH:3][C:4]=3[O:24][CH2:23]2)[C:9]1=[O:22])[CH2:18][CH2:19][CH2:20][CH3:21] |f:1.2,3.4.5|. Reported procedure: To a solution of 6-bromo-1′-pentylspiro[1-benzofuran-3,3′-indol]-2′(1′H)-one (0.08 g, 0.19 mmol) in anhydrous dioxane (4.00 mL) was added copper iodide (0.01 g, 0.01 mmol), N,N-dimethyl glycine hydrochloride (0.01 g, 0.01 mmol), cesium carbonate (0.17 g, 0.52 mmol) and phenol (0.03 g, 0.32 mmol). The resulted mixture was refluxed for 16 h under nitrogen, diluted with dichloromethane (50.0 mL) and filtered through a celite bed. The filtrate was concentrated in vacuo to dryness. The residue was su... Starting materials: NCC1=CC(=NC(=C1)N)N (4-aminomethyl-pyridine-2,6-diamine), BrC1=C(C(=O)Cl)C=CC=C1 (o-bromobenzoylchloride). The reagents and catalysts are CN(C1=CC=NC=C1)C (4-dimethylaminopyridine). Run in N1=CC=CC=C1 (pyridine). Product: BrC1=C(C(=O)NCC2=CC(=NC(=C2)N)N)C=CC=C1 (2-Bromo-N-(2,6-diamino-pyridin-4-ylmethyl)-benzamide). Isolated yield 20.2%. As a reaction SMILES: [NH2:1][CH2:2][C:3]1[CH:8]=[C:7]([NH2:9])[N:6]=[C:5]([NH2:10])[CH:4]=1.[Br:11][C:12]1[CH:20]=[CH:19][CH:18]=[CH:17][C:13]=1[C:14](Cl)=[O:15]>N1C=CC=CC=1.CN(C)C1C=CN=CC=1>[Br:11][C:12]1[CH:20]=[CH:19][CH:18]=[CH:17][C:13]=1[C:14]([NH:1][CH2:2][C:3]1[CH:8]=[C:7]([NH2:9])[N:6]=[C:5]([NH2:10])[CH:4]=1)=[O:15]. Reported procedure: A solution of 172.5 mg (1.25 mmol) 4-aminomethyl-pyridine-2,6-diamine in 5 ml pyridine was treated with 275 mg (1.25 mmol) o-bromobenzoylchloride and a catalytic amount 4-dimethylaminopyridine and stirred for 2.5 h at room temperature. The mixture was evaporated to dryness and the residue was purified by column chromatography on silica eluting with dichloromethane/methanol 9/1 to yield 81 mg (20%) of the title compound. The reactants are O=C(CC1CCCCC1)Nc1c(Cl)ccc2nc(Cl)ccc12, OC1CCNC1. Product: O=C(CC1CCCCC1)Nc1c(Cl)ccc2nc(N3CCC(O)C3)ccc12. RXN SMILES: [Cl:1][c:2]1[n:3][c:4]2[cH:5][cH:6][c:7]([Cl:22])[c:8]([NH:12][C:13]([CH2:14][CH:15]3[CH2:16][CH2:17][CH2:18][CH2:19][CH2:20]3)=[O:21])[c:9]2[cH:10][cH:11]1.[NH:23]1[CH2:24][CH:25]([OH:28])[CH2:26][CH2:27]1>>[c:2]1([N:23]2[CH2:24][CH:25]([OH:28])[CH2:26][CH2:27]2)[n:3][c:4]2[cH:5][cH:6][c:7]([Cl:22])[c:8]([NH:12][C:13]([CH2:14][CH:15]3[CH2:16][CH2:17][CH2:18][CH2:19][CH2:20]3)=[O:21])[c:9]2[cH:10][cH:11]1. The reactants are Br, COC(=O)N1CCC(c2cc(=O)[nH]o2)CC1CCc1ccc(F)cc1. Yields the product O=c1cc(C2CCNC(CCc3ccc(F)cc3)C2)o[nH]1. RXN SMILES: [BrH:26].[F:1][c:2]1[cH:3][cH:4][c:5]([CH2:6][CH2:7][CH:8]2[N:9]([C:20]([O:21][CH3:22])=[O:23])[CH2:10][CH2:11][CH:12]([c:14]3[cH:15][c:16](=[O:19])[nH:17][o:18]3)[CH2:13]2)[cH:24][cH:25]1>>[F:1][c:2]1[cH:3][cH:4][c:5]([CH2:6][CH2:7][CH:8]2[NH:9][CH2:10][CH2:11][CH:12]([c:14]3[cH:15][c:16](=[O:19])[nH:17][o:18]3)[CH2:13]2)[cH:24][cH:25]1. The product is CCCN(C1COc2c(F)ccc(O)c2C1)C(C)(C)C. RXN SMILES: [B:23]([Br:24])([Br:25])[Br:26].[C:2]([CH3:3])([CH3:4])([CH3:5])[N:6]([CH2:7][CH2:8][CH3:9])[CH:10]1[CH2:11][O:12][c:13]2[c:14]([c:16]([O:21][CH3:22])[cH:17][cH:18][c:19]2[F:20])[CH2:15]1.[CH2:32]([Cl:33])[Cl:34].[ClH:1].[Na+:31].[O-:27][C:28]([OH:29])=[O:30]>>[C:2]([CH3:3])([CH3:4])([CH3:5])[N:6]([CH2:7][CH2:8][CH3:9])[CH:10]1[CH2:11][O:12][c:13]2[c:14]([c:16]([OH:21])[cH:17][cH:18][c:19]2[F:20])[CH2:15]1. Reactants: BrB(Br)Br, CCCN(C1COc2c(F)ccc(OC)c2C1)C(C)(C)C, ClCCl, Cl, [Na+], O=C([O-])O.